This data is from the Open Reaction Database (ORD), a public repository of structured organic reaction records. The task is: describe an organic reaction: reactants, conditions, products, and yield Run at temperature 50 celsius. Reaction SMILES: [N:1]1([C:11]([N:13]2[CH2:18][CH2:17][CH:16]([C:19]([O:21]CC)=[O:20])[CH2:15][CH2:14]2)=[O:12])[C:10]2[C:5](=[CH:6][CH:7]=[CH:8][CH:9]=2)[CH2:4][CH2:3][CH2:2]1.[OH-].[Na+]>C(O)C>[N:1]1([C:11]([N:13]2[CH2:18][CH2:17][CH:16]([C:19]([OH:21])=[O:20])[CH2:15][CH2:14]2)=[O:12])[C:10]2[C:5](=[CH:6][CH:7]=[CH:8][CH:9]=2)[CH2:4][CH2:3][CH2:2]1 |f:1.2|. Run in C(C)O (ethanol). Isolated yield 93.1%. Procedure details: 11.2 g of ethyl 1-(3,4-dihydroquinolin-1(2H)-ylcarbonyl)piperidine-4-carboxylate, 443 ml of ethanol and 163 ml of 1N aqueous sodium hydroxide solution are introduced into a 1 l round-bottomed flask. The reaction medium is heated at 50° C. for 4 h 30. The ethanol is evaporated under reduced pressure and a 1N aqueous hydrochloric acid solution is subsequently added. The precipitate is filtered off, washed with water and then dried under reduced pressure. 9.5 g of 1-(3,4-dihydroquinolin-1(2H)-ylcar... The reactants are N1(CCCC2=CC=CC=C12)C(=O)N1CCC(CC1)C(=O)OCC (ethyl 1-(3,4-dihydroquinolin-1(2H)-ylcarbonyl)piperidine-4-carboxylate), [OH-].[Na+] (sodium hydroxide). Product: N1(CCCC2=CC=CC=C12)C(=O)N1CCC(CC1)C(=O)O (1-(3,4-dihydroquinolin-1(2H)-ylcarbonyl)piperidine-4-carboxylic acid). Starting materials: E1, ClC=1C=C2N(C(N1)=O)CC(N2C)(C)C (7-chloro-1,2,2-trimethyl-2,3-dihydroimidazo[1,2-c]pyrimidin-5(1H)-one), ClC1=C(C=C(C=C1)CO)F ((4-chloro-3-fluorophenyl)methanol). Product: ClC1=C(C=C(COC=2C=C3N(C(N2)=O)CC(N3C)(C)C)C=C1)F (7-((4-chloro-3-fluorobenzyl)oxy)-1,2,2-trimethyl-2,3-dihydroimidazo[1,2-c]pyrimidin-5(1H)-one). Reaction SMILES: Cl[C:2]1[CH:3]=[C:4]2[N:11]([CH3:12])[C:10]([CH3:14])([CH3:13])[CH2:9][N:5]2[C:6](=[O:8])[N:7]=1.[Cl:15][C:16]1[CH:21]=[CH:20][C:19]([CH2:22][OH:23])=[CH:18][C:17]=1[F:24]>>[Cl:15][C:16]1[CH:21]=[CH:20][C:19]([CH2:22][O:23][C:2]2[CH:3]=[C:4]3[N:11]([CH3:12])[C:10]([CH3:14])([CH3:13])[CH2:9][N:5]3[C:6](=[O:8])[N:7]=2)=[CH:18][C:17]=1[F:24]. Procedure: The title compound was prepared by a procedure similar to that described for E1 starting from 7-chloro-1,2,2-trimethyl-2,3-dihydroimidazo[1,2-c]pyrimidin-5(1H)-one and (4-chloro-3-fluorophenyl)methanol. The reactants are COC(CC1=CC=C(C=C1)NC)=O (methyl(4-methylaminophenyl)acetate), C([O-])(O)=O.[Na+] (sodium bicarbonate), C(C)(C)N(C(C)C)CC (N,N-diisopropylethylamine), C(C=C)Cl (2-propenyl chloride). Run in C(Cl)Cl (DCM). Conditions: time 2 hour. Product: COC(CC1=CC=C(C=C1)NCC(C=C)=O)=O ([4-(Acryloylmethylamino)phenyl]acetic Acid Methyl Ester). RXN SMILES: [CH3:1][O:2][C:3](=[O:13])[CH2:4][C:5]1[CH:10]=[CH:9][C:8]([NH:11][CH3:12])=[CH:7][CH:6]=1.[CH:14](N(CC)C(C)C)([CH3:16])[CH3:15].C(Cl)C=C.C(=O)(O)[O-:28].[Na+]>C(Cl)Cl>[CH3:1][O:2][C:3](=[O:13])[CH2:4][C:5]1[CH:10]=[CH:9][C:8]([NH:11][CH2:12][C:15](=[O:28])[CH:14]=[CH2:16])=[CH:7][CH:6]=1 |f:3.4|. Reported procedure: To a solution of methyl(4-methylaminophenyl)acetate (4.00 g, 22.3 mmol) and N,N-diisopropylethylamine (7.78 mL, 44.6 mmol) in DCM (20.0 mL) at 0° C. was slowly added 2-propenyl chloride (2.18 mL, 26.8 mmol). The reaction mixture was stirred at room temperature for 2 h and then saturated aqueous sodium bicarbonate (20.0 mL) was added. This mixture was extracted with DCM (10 mL) and the organic layer was dried over sodium sulfate, filtered and concentrated under reduced pressure to give the title ... Yields the product COc1ccc(N(C)C(C)=O)cc1C1OCCO1. The reactants are COc1ccc(NC(C)=O)cc1C1OCCO1, CI, [Cl-], [H-], [NH4+], [Na+], CN(C)C=O. Reaction SMILES: [C:1]([CH3:2])(=[O:3])[NH:4][c:5]1[cH:6][cH:7][c:8]([O:16][CH3:17])[c:9]([CH:11]2[O:12][CH2:13][CH2:14][O:15]2)[cH:10]1.[CH3:20][I:21].[Cl-:22].[H-:19].[NH4+:23].[Na+:18].[O:24]=[CH:25][N:26]([CH3:27])[CH3:28]>>[C:1]([CH3:2])(=[O:3])[N:4]([c:5]1[cH:6][cH:7][c:8]([O:16][CH3:17])[c:9]([CH:11]2[O:12][CH2:13][CH2:14][O:15]2)[cH:10]1)[CH3:20]. The reactants are BrC1=CC=C(C=C1)CC(=O)O (4-bromophenylacetic acid), B(F)(F)F.CCOCC (BF3.OEt2), C(C)(C)(C)OC(=O)C (tBuOAc), O (H2O). Conditions: time 8 hour. Product: BrC1=CC=C(C=C1)CC(=O)OC(C)(C)C (tert-Butyl (4-bromophenyl)acetate). Reaction SMILES: [Br:1][C:2]1[CH:7]=[CH:6][C:5]([CH2:8][C:9]([OH:11])=[O:10])=[CH:4][CH:3]=1.B(F)(F)F.CCOCC.O.[C:22](OC(C)=O)([CH3:25])([CH3:24])[CH3:23]>>[Br:1][C:2]1[CH:3]=[CH:4][C:5]([CH2:8][C:9]([O:11][C:22]([CH3:25])([CH3:24])[CH3:23])=[O:10])=[CH:6][CH:7]=1 |f:1.2|. Procedure details: To a solution of 4-bromophenylacetic acid (5.00 g, 23.2 mmol) in tBuOAc (75 mL) was added BF3.OEt2 (2.95 mL, 23.2 mmol). The mixture was allowed to stir overnight at room temperature and poured into H2O. The aqueous phase was extracted with EtOAc. The organic phase was washed with sat. aq NaHCO3, dried over anhydrous Na2SO4, and concentrated in vacuo. Purification by flash chromatography on silica gel (0% to 100% EtOAc in hexanes) provided the title compound. 1H NMR (500 MHz, CDCl3): δ 7.48 (d, ...